This data is from the Open Reaction Database (ORD), a public repository of structured organic reaction records. The task is: describe an organic reaction: reactants, conditions, products, and yield RXN SMILES: [NH3:1].C([O:4][C:5]([CH:7]([NH:17][C:18]1[C:27]2[C:22](=[CH:23][CH:24]=[C:25]([Cl:28])[CH:26]=2)[N:21]=[CH:20][N:19]=1)[C:8]1[CH:13]=[CH:12][C:11]2[O:14][CH2:15][O:16][C:10]=2[CH:9]=1)=O)C>C(O)C>[C:5]([CH:7]([NH:17][C:18]1[C:27]2[C:22](=[CH:23][CH:24]=[C:25]([Cl:28])[CH:26]=2)[N:21]=[CH:20][N:19]=1)[C:8]1[CH:13]=[CH:12][C:11]2[O:14][CH2:15][O:16][C:10]=2[CH:9]=1)(=[O:4])[NH2:1]. Reaction conditions: time 3 day. Yield: 32.0%. Solvent: C(C)O (ethanol). Product: C(N)(=O)C(C1=CC2=C(C=C1)OCO2)NC2=NC=NC1=CC=C(C=C21)Cl (4-(α-Carbamoyl-3,4-methylenedioxybenzyl)amino-6-chloroquinazoline). Starting materials: solution, N (ammonia), C(C)OC(=O)C(C1=CC2=C(C=C1)OCO2)NC2=NC=NC1=CC=C(C=C21)Cl (4-(α-ethoxycarbonyl-3,4-methylenedioxybenzyl)amino-6-chloroquinazoline). Procedure details: 20 ml of a 10% solution of ammonia in ethanol was added to 200 mg of 4-(α-ethoxycarbonyl-3,4-methylenedioxybenzyl)amino-6-chloroquinazoline. The obtained mixture was stirred at room temperature for 3 days. The crystal thus precipitated was recovered by filtration. Thus, 60 mg of the title compounds was obtained. The reactants are CC(C)(C)O, C1CCOC1, CC=C(C)C, CCOC(C)=O, [O-][Cl+][O-], Cl, CCN(CCCCC=O)c1ccc(OC(F)(F)F)cc1CN1C(=O)OC(c2cc(C(F)(F)F)cc(C(F)(F)F)c2)C1C, [Na+], O. Yields the product CCN(CCCCC(=O)O)c1ccc(OC(F)(F)F)cc1CN1C(=O)OC(c2cc(C(F)(F)F)cc(C(F)(F)F)c2)C1C. RXN SMILES: [C:58]([OH:59])([CH3:60])([CH3:61])[CH3:62].[CH2:53]1[O:54][CH2:55][CH2:56][CH2:57]1.[CH3:43][C:44](=[CH:45][CH3:46])[CH3:47].[CH3:64][CH2:65][O:66][C:67]([CH3:68])=[O:69].[Cl+:48]([O-:49])[O-:50].[ClH:52].[F:1][C:2]([c:3]1[cH:4][c:5]([CH:13]2[CH:14]([CH3:40])[N:15]([CH2:19][c:20]3[c:21]([N:31]([CH2:32][CH2:33][CH2:34][CH2:35][CH:36]=[O:37])[CH2:38][CH3:39])[cH:22][cH:23][c:24]([O:26][C:27]([F:28])([F:29])[F:30])[cH:25]3)[C:16](=[O:18])[O:17]2)[cH:6][c:7]([C:9]([F:10])([F:11])[F:12])[cH:8]1)([F:41])[F:42].[Na+:51].[OH2:63]>>[F:1][C:2]([c:3]1[cH:4][c:5]([CH:13]2[CH:14]([CH3:40])[N:15]([CH2:19][c:20]3[c:21]([N:31]([CH2:32][CH2:33][CH2:34][CH2:35][C:36](=[O:37])[OH:49])[CH2:38][CH3:39])[cH:22][cH:23][c:24]([O:26][C:27]([F:28])([F:29])[F:30])[cH:25]3)[C:16](=[O:18])[O:17]2)[cH:6][c:7]([C:9]([F:10])([F:11])[F:12])[cH:8]1)([F:41])[F:42]. Starting materials: C(CCCC)N1C(N/C(/C=2NC(=NC12)C(F)(F)F)=N/N)=O ((6E)-3-Pentyl-8-(trifluoromethyl)-3,7-dihydro-1H-purine-2,6-dione-6-hydrazone), C(OCC)([O-])[O-] (ethyl orthoformate). Run at temperature 100 celsius. Product: C(CCCC)N1C(N2C(C=3NC(=NC13)C(F)(F)F)=NN=C2)=O (6-Pentyl-8-(trifluoromethyl)-6,9-dihydro-5H-[1,2,4]triazolo[3,4-i]purin-5-one). RXN SMILES: [CH2:1]([N:6]1[C:14]2[N:13]=[C:12]([C:15]([F:18])([F:17])[F:16])[NH:11][C:10]=2/[C:9](=[N:19]\[NH2:20])/[NH:8][C:7]1=[O:21])[CH2:2][CH2:3][CH2:4][CH3:5].[CH:22]([O-])([O-])OCC>>[CH2:1]([N:6]1[C:14]2[N:13]=[C:12]([C:15]([F:16])([F:18])[F:17])[NH:11][C:10]=2[C:9]2=[N:19][N:20]=[CH:22][N:8]2[C:7]1=[O:21])[CH2:2][CH2:3][CH2:4][CH3:5]. Reported procedure: (6E)-3-Pentyl-8-(trifluoromethyl)-3,7-dihydro-1H-purine-2,6-dione-6-hydrazone (0.15 g, 0.20 mmol) was mixed with ethyl orthoformate (2 mL, 10 mmol). The mixture was heated at 100° C. for 30 min, concentrated under reduced pressure and purified by preparative HPLC to yield the desired product. LCMS calculated for C12H14F3N6O (M+H): 315.1. found: 315.1. The reactants are ClC1=NC(=NC(=C1C=O)NC1=C(C=CC=C1)Cl)SC (4-chloro-6-(2-chloro-phenylamino)-2-methylsulfanyl-pyrimidine-5-carbaldehyde), [H-].[Na+] (NaH), C1(=CC=CC=C1)O (phenol). Run in CS(=O)C (DMSO). Run at time 1 hour. The product is ClC1=C(C=CC=C1)NC1=NC(=NC(=C1C=O)OC1=CC=CC=C1)SC (4-(2-chloro-phenylamino)-2-methylsulfanyl-6-phenoxy-pyrimidine-5-carbaldehyde). The yield is 32.3%. As a reaction SMILES: Cl[C:2]1[C:7]([CH:8]=[O:9])=[C:6]([NH:10][C:11]2[CH:16]=[CH:15][CH:14]=[CH:13][C:12]=2[Cl:17])[N:5]=[C:4]([S:18][CH3:19])[N:3]=1.[H-].[Na+].[C:22]1([OH:28])[CH:27]=[CH:26][CH:25]=[CH:24][CH:23]=1>CS(C)=O>[Cl:17][C:12]1[CH:13]=[CH:14][CH:15]=[CH:16][C:11]=1[NH:10][C:6]1[C:7]([CH:8]=[O:9])=[C:2]([O:28][C:22]2[CH:27]=[CH:26][CH:25]=[CH:24][CH:23]=2)[N:3]=[C:4]([S:18][CH3:19])[N:5]=1 |f:1.2|. Procedure details: To a solution of 4-chloro-6-(2-chloro-phenylamino)-2-methylsulfanyl-pyrimidine-5-carbaldehyde (315 mg, 1 mmol) in 10 mL of anhyd DMSO was added NaH (50 mg, 1.2 mmol, 60% dispersion in mineral oil, 1.2 eq) followed by phenol (112 mg, 1.2 mmol, 1.2 eq). The reaction mixture was stirred for 1 h 23°, quenched with H2O (20 mL), Et2O (100 mL) was added and the layers were separated. The organic layer was washed with satd aq NaCl, dried (MgSO4) filtered and solvent was removed in vacuo. The yellow resi...